describe an organic reaction: reactants, conditions, products, and yield From a dataset of the Open Reaction Database (ORD), a public repository of structured organic reaction records. The reactants are CCn1c(C)nc2cc(C(C)=O)ccc21, C[Si](C)(C)[N-][Si](C)(C)C, O=CC1CCN(Cc2ccccc2)CC1, Cl, [Li+], C1CCOC1, O. Product: CCn1c(C)nc2cc(C(=O)C=CC3CCN(Cc4ccccc4)CC3)ccc21. RXN SMILES: [CH3:1][C:2](=[O:3])[c:4]1[cH:5][c:6]2[c:7]([n:8]([CH2:12][CH3:13])[c:9]([CH3:11])[n:10]2)[cH:14][cH:15]1.[CH3:31][Si:32]([N-:33][Si:34]([CH3:35])([CH3:36])[CH3:37])([CH3:38])[CH3:39].[CH:16](=[O:17])[CH:18]1[CH2:19][CH2:20][N:21]([CH2:24][c:25]2[cH:26][cH:27][cH:28][cH:29][cH:30]2)[CH2:22][CH2:23]1.[ClH:41].[Li+:40].[O:42]1[CH2:43][CH2:44][CH2:45][CH2:46]1.[OH2:47]>>[CH:1]([C:2](=[O:3])[c:4]1[cH:5][c:6]2[c:7]([n:8]([CH2:12][CH3:13])[c:9]([CH3:11])[n:10]2)[cH:14][cH:15]1)=[CH:16][CH:18]1[CH2:19][CH2:20][N:21]([CH2:24][c:25]2[cH:26][cH:27][cH:28][cH:29][cH:30]2)[CH2:22][CH2:23]1. Reactants: Cl, C1COCCO1, O=C(OCC(Cl)(Cl)Cl)N1CC2OC2C1, O. Yields the product O=C(OCC(Cl)(Cl)Cl)N1CC(O)C(Cl)C1. Reaction SMILES: [ClH:15].[O:16]1[CH2:17][CH2:18][O:19][CH2:20][CH2:21]1.[O:1]1[CH:2]2[CH2:3][N:4]([C:7](=[O:8])[O:9][CH2:10][C:11]([Cl:12])([Cl:13])[Cl:14])[CH2:5][CH:6]12.[OH2:22]>>[OH:1][CH:2]1[CH2:3][N:4]([C:7](=[O:8])[O:9][CH2:10][C:11]([Cl:12])([Cl:13])[Cl:14])[CH2:5][CH:6]1[Cl:15].